Dataset: the Open Reaction Database (ORD), a public repository of structured organic reaction records. Task: describe an organic reaction: reactants, conditions, products, and yield Starting materials: [Mg] (magnesium), CN(C)C(C1C(CCCC1)=O)C1=CC=CC=C1 (2-(dimethylaminophenylmethyl)cyclohexanone), BrCCCC1=CC=CC=C1 (1-bromo-3-phenylpropane), Grignard reagent, [Cl-].[NH4+] (ammonium chloride). Run in CCOCC (ether), CCOCC (ether), CCOCC (ether). Product: crude base, Cl.CN(C)C(C1C(CCCC1)(O)CCCC1=CC=CC=C1)C1=CC=CC=C1 (2-(dimethylaminophenylmethyl)-1-(3-phenylpropyl)cyclohexanol hydrochloride). Isolated yield 67.7%. Reaction SMILES: [Mg].Br[CH2:3][CH2:4][CH2:5][C:6]1[CH:11]=[CH:10][CH:9]=[CH:8][CH:7]=1.[CH3:12][N:13]([CH:15]([C:23]1[CH:28]=[CH:27][CH:26]=[CH:25][CH:24]=1)[CH:16]1[CH2:21][CH2:20][CH2:19][CH2:18][C:17]1=[O:22])[CH3:14].[Cl-:29].[NH4+]>CCOCC>[ClH:29].[CH3:14][N:13]([CH:15]([C:23]1[CH:24]=[CH:25][CH:26]=[CH:27][CH:28]=1)[CH:16]1[CH2:21][CH2:20][CH2:19][CH2:18][C:17]1([CH2:3][CH2:4][CH2:5][C:6]1[CH:11]=[CH:10][CH:9]=[CH:8][CH:7]=1)[OH:22])[CH3:12] |f:3.4,6.7|. Procedure: 0.32 g (13.0 mmole) of magnesium turnings was stirred in 10 ml of ether of analysis purity. 2.58 g (13.0 mmole) of 1-bromo-3-phenylpropane dissolved in 10 ml of ether were added dropwise so that the reaction mixture boiled gently. After completion of the addition the reaction mixture was stirred for a further hour at,RT. 2.50 g (10.8 mmole) of the 2-(dimethylaminophenylmethyl)cyclohexanone prepared according to Example 1 were dissolved in 10 ml of ether, added dropwise to the Grignard reagent wh... Reactants: [BH3-]C#N, CC(C)(C)c1ccc(N)cc1, COC(=O)CCNC(=O)c1ccc(C=O)cc1, CC(=O)O, CCOC(OCC)OCC, [Cl-], [Na+], [Na+], CN(C)C=O. Product: COC(=O)CCNC(=O)c1ccc(CNc2ccc(C(C)(C)C)cc2)cc1. As a reaction SMILES: [C:28]([BH3-:29])#[N:30].[C:32]([CH3:33])([CH3:34])([CH3:35])[c:36]1[cH:37][cH:38][c:39]([NH2:40])[cH:41][cH:42]1.[CH3:1][O:2][C:3]([CH2:4][CH2:5][NH:6][C:7]([c:8]1[cH:9][cH:10][c:11]([CH:14]=[O:15])[cH:12][cH:13]1)=[O:16])=[O:17].[CH3:50][C:51](=[O:52])[OH:53].[CH:18]([O:19][CH2:20][CH3:21])([O:22][CH2:23][CH3:24])[O:25][CH2:26][CH3:27].[Cl-:44].[Na+:31].[Na+:43].[O:45]=[CH:46][N:47]([CH3:48])[CH3:49]>>[CH3:1][O:2][C:3]([CH2:4][CH2:5][NH:6][C:7]([c:8]1[cH:9][cH:10][c:11]([CH2:14][NH:40][c:39]2[cH:38][cH:37][c:36]([C:32]([CH3:33])([CH3:34])[CH3:35])[cH:42][cH:41]2)[cH:12][cH:13]1)=[O:16])=[O:17]. Reactants: CCOCC (ether), C1(=CC=CC=C1)S(=O)(=O)N=C=O (Benzenesulphonylisocyanate), C1(CCCC1)OC=1C=C(C=CC1OC)[C@H](CC1=CC=NC=C1)C1=CC=C(N)C=C1 (4-[1-(R)-(3-cyclopentyloxy-4-methoxyphenyl)-2-(4-pyridyl)ethyl]aniline), ClCCl (dichloromethane). The product is Cl.C1(CCCC1)OC=1C=C(C=CC1OC)[C@H](CC1=CC=NC=C1)C1=CC=C(C=C1)NC(=O)NS(=O)(=O)C1=CC=CC=C1 ((R)-N-[4-{1-(3-Cyclopentyloxy-4-methoxyphenyl)-2-(4-pyridyl)ethyl}-phenyl]-N'-(phenylsulphonyl) urea, hydrochloride). Reaction SMILES: [C:1]1([S:7]([N:10]=[C:11]=[O:12])(=[O:9])=[O:8])[CH:6]=[CH:5][CH:4]=[CH:3][CH:2]=1.[CH:13]1([O:18][C:19]2[CH:20]=[C:21]([C@@H:27]([C:35]3[CH:41]=[CH:40][C:38]([NH2:39])=[CH:37][CH:36]=3)[CH2:28][C:29]3[CH:34]=[CH:33][N:32]=[CH:31][CH:30]=3)[CH:22]=[CH:23][C:24]=2[O:25][CH3:26])[CH2:17][CH2:16][CH2:15][CH2:14]1.CCOCC.[Cl:47]CCl>>[ClH:47].[CH:13]1([O:18][C:19]2[CH:20]=[C:21]([C@@H:27]([C:35]3[CH:36]=[CH:37][C:38]([NH:39][C:11]([NH:10][S:7]([C:1]4[CH:2]=[CH:3][CH:4]=[CH:5][CH:6]=4)(=[O:8])=[O:9])=[O:12])=[CH:40][CH:41]=3)[CH2:28][C:29]3[CH:34]=[CH:33][N:32]=[CH:31][CH:30]=3)[CH:22]=[CH:23][C:24]=2[O:25][CH3:26])[CH2:17][CH2:16][CH2:15][CH2:14]1 |f:4.5|. Procedure: Benzenesulphonylisocyanate (205 μl) was added dropwise to a solution of 4-[1-(R)-(3-cyclopentyloxy-4-methoxyphenyl)-2-(4-pyridyl)ethyl]aniline (500 mg prepared as described in International Patent specification No. WO95/17386) in dichloromethane (10 ml) under nitrogen at room temperature. The mixture was stirred or 30 min at this temperature and the solvent then removed in vacuo to yield a yellow gum. Trituration with ether furnished a pale yellow solid (the free base of the title compound which... Reaction conditions: time 30 minute. The reactants are NC1=C2C=3C(=NN(C3C=C1)CCN(CC)CC)C1=C(S2)C=CC=C1 (5-amino-N,N-diethyl-2H[1]benzothiopyrano[4,3,2-cd]indazole-2-ethanamine), Cl.BrCCN (2-bromoethylamine, hydrochloride). The solvent is CCO (EtOH). Yields the product Br.C(C)N(CCN1N=C2C=3C(=C(C=CC13)NCCN)SC1=C2C=CC=C1)CC (N-[2-[2-(Diethylamino)ethyl]-2H[1]benzothiopyrano[4,3,2-cd]indazol-5-yl]-1,2-ethanediamine, hydrobromide salt). Yield: 37.5%. RXN SMILES: [NH2:1][C:2]1[CH:10]=[CH:9][C:8]2[N:7]([CH2:11][CH2:12][N:13]([CH2:16][CH3:17])[CH2:14][CH3:15])[N:6]=[C:5]3[C:18]4[CH:24]=[CH:23][CH:22]=[CH:21][C:19]=4[S:20][C:3]=1[C:4]=23.Cl.[Br:26][CH2:27][CH2:28][NH2:29]>CCO>[BrH:26].[CH2:14]([N:13]([CH2:16][CH3:17])[CH2:12][CH2:11][N:7]1[C:8]2[CH:9]=[CH:10][C:2]([NH:1][CH2:27][CH2:28][NH2:29])=[C:3]3[S:20][C:19]4[CH:21]=[CH:22][CH:23]=[CH:24][C:18]=4[C:5]([C:4]=23)=[N:6]1)[CH3:15] |f:1.2,4.5|. Reported procedure: A solution of 5.0 g (0.015 mol) of 5-amino-N,N-diethyl-2H[1]benzothiopyrano[4,3,2-cd]indazole-2-ethanamine and 9.2 g (0.045 mol) of 2-bromoethylamine, hydrochloride in 50 ml of EtOH was heated under reflux for four days and allowed to cool to room temperature. The solid was collected and recrystallized from MeOH to give 2.6 g of product, mp 263° C. dec. Reactants: ClCCl, Cc1cc(C)cc(C(=O)Cl)c1, COc1cccc(C(=O)NNC(C)(C)C)c1C, [Na+], [OH-], O. The product is COc1cccc(C(=O)NN(C(=O)c2cc(C)cc(C)c2)C(C)(C)C)c1C. As a reaction SMILES: [CH2:31]([Cl:32])[Cl:33].[CH3:18][c:19]1[cH:20][c:21]([C:22](=[O:23])[Cl:24])[cH:25][c:26]([CH3:28])[cH:27]1.[CH3:1][O:2][c:3]1[c:4]([CH3:17])[c:5]([C:6](=[O:7])[NH:8][NH:9][C:10]([CH3:11])([CH3:12])[CH3:13])[cH:14][cH:15][cH:16]1.[Na+:30].[OH-:29].[OH2:34]>>[CH3:1][O:2][c:3]1[c:4]([CH3:17])[c:5]([C:6](=[O:7])[NH:8][N:9]([C:10]([CH3:11])([CH3:12])[CH3:13])[C:22]([c:21]2[cH:20][c:19]([CH3:18])[cH:27][c:26]([CH3:28])[cH:25]2)=[O:23])[cH:14][cH:15][cH:16]1. The reactants are C1(CC1)NC(=O)C=1C=C(C(=CC1)C)C1=CC=C(C=C1)C(=O)NNC(C)=N (N-Cyclopropyl-4′-[(2-ethanimidoylhydrazino)carbonyl]-6-methyl-1,1′-biphenyl-3-carboxamide), C1(CC1)NC(=O)C=1C=C(C(=CC1)C)C1=CC=C(C=C1)C(=O)NNC(C)=N (N-Cyclopropyl-4′-[(2-ethanimidoylhydrazino)carbonyl]-6-methyl-1,1′-biphenyl-3-carboxamide). The solvent is C=1(C(=CC=CC1)C)C (xylene). Product: C1(CC1)NC(=O)C=1C=C(C(=CC1)C)C1=CC=C(C=C1)C=1NC(=NN1)C (N-Cyclopropyl-6-methyl-4′-(5-methyl-1,3,4-triazol-2-yl)-1,1′-biphenyl-3-carboxamide). RXN SMILES: [CH:1]1([NH:4][C:5]([C:7]2[CH:8]=[C:9]([C:14]3[CH:19]=[CH:18][C:17]([C:20]([NH:22][NH:23][C:24](=[NH:26])[CH3:25])=O)=[CH:16][CH:15]=3)[C:10]([CH3:13])=[CH:11][CH:12]=2)=[O:6])[CH2:3][CH2:2]1>C1(C)C(C)=CC=CC=1>[CH:1]1([NH:4][C:5]([C:7]2[CH:8]=[C:9]([C:14]3[CH:19]=[CH:18][C:17]([C:20]4[NH:26][C:24]([CH3:25])=[N:23][N:22]=4)=[CH:16][CH:15]=3)[C:10]([CH3:13])=[CH:11][CH:12]=2)=[O:6])[CH2:3][CH2:2]1. Reported procedure: N-Cyclopropyl-4′-[(2-ethanimidoylhydrazino)carbonyl]-6-methyl-1,1′-biphenyl-3-carboxamide (intermediate 46) (80 mg) in xylene (15 ml) was heated at 190° C. under Dean-Stark conditions for 4 hours. The xylene was decanted from the precipitated solid and the solid washed with cyclohexane. The solid was applied to a bond-elut (silica) and eluted with an ethyl acetate/cyclohexane gradient to give, after evaporation of the solvents under vacuum, N-cyclopropyl-6-methyl-4′-(5-methyl-1,3,4-triazol-2-yl)... The reactants are CN1C=2C=CC=CC2N2C3=C(C=CC=C13)C(C(=C2)CC=2C=NC=CC2)=O (7-methyl-2-(3-pyridylmethyl )-3H,7H-pyrido[3,2 ,1-de]phenazin-3-one), C(C1=CC=CC=C1)=O (benzaldehyde). The product is C(C1=CC=CC=C1)C=1C(C=2C=CC=C3N(C=4C=CC=CC4N(C23)C1)C)=O (2-benzyl-7-methyl-3H,7H-pyrido[3,2,1-de]phenazin-3-one). Isolated yield 30.0%. Reaction SMILES: [CH3:1][N:2]1[C:15]2[C:10]3=[C:11]([C:16](=[O:26])[C:17]([CH2:19][C:20]4[CH:21]=N[CH:23]=[CH:24][CH:25]=4)=[CH:18][N:9]3[C:8]3[CH:7]=[CH:6][CH:5]=[CH:4][C:3]1=3)[CH:12]=[CH:13][CH:14]=2.[CH:27](=O)C1C=CC=CC=1>>[CH2:19]([C:17]1[C:16](=[O:26])[C:11]2[CH:12]=[CH:13][CH:14]=[C:15]3[C:10]=2[N:9]([CH:18]=1)[C:8]1[CH:7]=[CH:6][CH:5]=[CH:4][C:3]=1[N:2]3[CH3:1])[C:20]1[CH:21]=[CH:27][CH:23]=[CH:24][CH:25]=1. Reported procedure: According to Example 1<step 4>, the compound (200 mg) produced in Example 15<step 3> was reacted with benzaldehyde (0.13 mL) to obtain the title compound (102 mg; 30%).